Dataset: the Open Reaction Database (ORD), a public repository of structured organic reaction records. Task: describe an organic reaction: reactants, conditions, products, and yield The reactants are Cl.CN(CCCN=C=NCC)C (N-[3-(dimethylamino)propyl]-N′-ethylcarbodiimide hydrochloride), COCCN(C=1C=CC=C2C=C(NC12)C(=O)O)S(=O)(=O)C=1SC=CC1 (7-[(2-methoxyethyl)(2-thienylsulfonyl)amino]-1H-indole-2-carboxylic acid), Cl.C(C1=CC=CC=C1)(C1=CC=CC=C1)(C1=CC=CC=C1)SCCN (2-(tritylthio)ethylamine hydrochloride), N1(N=NC2=C1C=CC=C2)O (1H-1,2,3-benzotriazol-1-ol). Run in O (Water), CN(C=O)C (N,N-dimethylformamide), C(C)N(CC)CC (triethylamine). Reaction conditions: temperature 50 celsius, time 1 hour. The product is COCCN(C=1C=CC=C2C=C(NC12)C(=O)NCCSC(C1=CC=CC=C1)(C1=CC=CC=C1)C1=CC=CC=C1)S(=O)(=O)C=1SC=CC1 (7-[(2-Methoxyethyl) (2-thienylsulfonyl)amino]-N-[2-(tritylthio)ethyl]-1H-indole-2-carboxamide). Yield: 109.2%. Reaction SMILES: [CH3:1][O:2][CH2:3][CH2:4][N:5]([S:18]([C:21]1[S:22][CH:23]=[CH:24][CH:25]=1)(=[O:20])=[O:19])[C:6]1[CH:7]=[CH:8][CH:9]=[C:10]2[C:14]=1[NH:13][C:12]([C:15](O)=[O:16])=[CH:11]2.Cl.[C:27]([S:46][CH2:47][CH2:48][NH2:49])([C:40]1[CH:45]=[CH:44][CH:43]=[CH:42][CH:41]=1)([C:34]1[CH:39]=[CH:38][CH:37]=[CH:36][CH:35]=1)[C:28]1[CH:33]=[CH:32][CH:31]=[CH:30][CH:29]=1.N1(O)C2C=CC=CC=2N=N1.Cl.CN(C)CCCN=C=NCC>O.CN(C)C=O.C(N(CC)CC)C>[CH3:1][O:2][CH2:3][CH2:4][N:5]([S:18]([C:21]1[S:22][CH:23]=[CH:24][CH:25]=1)(=[O:19])=[O:20])[C:6]1[CH:7]=[CH:8][CH:9]=[C:10]2[C:14]=1[NH:13][C:12]([C:15]([NH:49][CH2:48][CH2:47][S:46][C:27]([C:34]1[CH:39]=[CH:38][CH:37]=[CH:36][CH:35]=1)([C:28]1[CH:29]=[CH:30][CH:31]=[CH:32][CH:33]=1)[C:40]1[CH:45]=[CH:44][CH:43]=[CH:42][CH:41]=1)=[O:16])=[CH:11]2 |f:1.2,4.5|. Procedure details: To a mixture of 7-[(2-methoxyethyl)(2-thienylsulfonyl)amino]-1H-indole-2-carboxylic acid (0.46 g), 2-(tritylthio)ethylamine hydrochloride (0.47 g), 1H-1,2,3-benzotriazol-1-ol (0.19 g), triethylamine (0.20 mL) and N,N-dimethylformamide (10 mL) was added N-[3-(dimethylamino)propyl]-N′-ethylcarbodiimide hydrochloride (0.28 g) at 0° C., and the mixture was stirred at 50° C. for 1 hr. Water was added to the reaction mixture, and the obtained crystals were filtrated, washed with water and dried to giv... Reactants: OCC[C@@]1(C=C[C@H](C1)NC(OC(C)(C)C)=O)C(=O)N1CC=2C=C(C=NC2CC1)C(F)(F)F (tert-butyl ((1S,4S)-4-(2-hydroxyethyl)-4-(3-(trifluoromethyl)-5,6,7,8-tetrahydro-1,6-naphthyridine-6-carbonyl)cyclopent-2-en-1-yl)carbamate), CC(=O)OI1(C=2C=CC=CC2C(=O)O1)(OC(=O)C)OC(=O)C (Dess-Martin periodinane), C([O-])(O)=O.[Na+] (sodium bicarbonate), S(=S)(=O)([O-])[O-].[Na+].[Na+] (sodium thiosulfate). Run in C(Cl)Cl (DCM). Conditions: time 1 hour. Product: O=CC[C@@]1(C=C[C@H](C1)NC(OC(C)(C)C)=O)C(=O)N1CC=2C=C(C=NC2CC1)C(F)(F)F (tert-butyl ((1S,4S)-4-(2-oxoethyl)-4-(3-(trifluoromethyl)-5,6,7,8-tetrahydro-1,6-naphthyridine-6-carbonyl)cyclopent-2-en-1-yl)carbamate). Reaction SMILES: [OH:1][CH2:2][CH2:3][C@@:4]1([C:17]([N:19]2[CH2:28][CH2:27][C:26]3[N:25]=[CH:24][C:23]([C:29]([F:32])([F:31])[F:30])=[CH:22][C:21]=3[CH2:20]2)=[O:18])[CH2:8][C@H:7]([NH:9][C:10](=[O:16])[O:11][C:12]([CH3:15])([CH3:14])[CH3:13])[CH:6]=[CH:5]1.CC(OI1(OC(C)=O)(OC(C)=O)OC(=O)C2C=CC=CC1=2)=O.C(=O)(O)[O-].[Na+].S([O-])([O-])(=O)=S.[Na+].[Na+]>C(Cl)Cl>[O:1]=[CH:2][CH2:3][C@@:4]1([C:17]([N:19]2[CH2:28][CH2:27][C:26]3[N:25]=[CH:24][C:23]([C:29]([F:32])([F:31])[F:30])=[CH:22][C:21]=3[CH2:20]2)=[O:18])[CH2:8][C@H:7]([NH:9][C:10](=[O:16])[O:11][C:12]([CH3:15])([CH3:14])[CH3:13])[CH:6]=[CH:5]1 |f:2.3,4.5.6|. Reported procedure: To a solution of the product of Example 1, Step D (417 mg, 0.92 mmol, 1 eq) in DCM (20 mL) at 0° C. was added Dess-Martin periodinane (427 mg, 1.01 mmol, 1.1 eq). After 1 hr, saturated sodium bicarbonate and sodium thiosulfate were added, after 10 minutes, the aqueous was extracted with DCM, the organics combined, dried over MgSO4 and concentrated. Purification by chromatography (12 g column) eluting with 30 to 60% EtOAc/heptane afforded the title compound of Step A. 1H NMR (CHLOROFORM-d) δ: 9.7...